This data is from the Open Reaction Database (ORD), a public repository of structured organic reaction records. The task is: describe an organic reaction: reactants, conditions, products, and yield The reactants are O=c1[nH]nc(Cl)c2cc(Br)ccc12, CCOC(C)=O, NCc1cc(Cl)ccc1Cl, O=C(C=Cc1ccccc1)C=Cc1ccccc1, O=C(C=Cc1ccccc1)C=Cc1ccccc1, O=C(C=Cc1ccccc1)C=Cc1ccccc1, [Pd], [Pd]. Yields the product O=c1[nH]nc(Cl)c2cc(NCc3cc(Cl)ccc3Cl)ccc12. RXN SMILES: [Br:1][c:2]1[cH:3][c:4]2[c:5]([Cl:13])[n:6][nH:7][c:8](=[O:12])[c:9]2[cH:10][cH:11]1.[CH3:24][CH2:25][O:26][C:27]([CH3:28])=[O:29].[Cl:14][c:15]1[c:16]([CH2:17][NH2:18])[cH:19][c:20]([Cl:23])[cH:21][cH:22]1.[O:32]=[C:33]([CH:34]=[CH:35][c:36]1[cH:37][cH:38][cH:39][cH:40][cH:41]1)[CH:42]=[CH:43][c:44]1[cH:45][cH:46][cH:47][cH:48][cH:49]1.[O:50]=[C:51]([CH:52]=[CH:53][c:54]1[cH:55][cH:56][cH:57][cH:58][cH:59]1)[CH:60]=[CH:61][c:62]1[cH:63][cH:64][cH:65][cH:66][cH:67]1.[O:68]=[C:69]([CH:70]=[CH:71][c:72]1[cH:73][cH:74][cH:75][cH:76][cH:77]1)[CH:78]=[CH:79][c:80]1[cH:81][cH:82][cH:83][cH:84][cH:85]1.[Pd:30].[Pd:31]>>[c:2]1([NH:18][CH2:17][c:16]2[c:15]([Cl:14])[cH:22][cH:21][c:20]([Cl:23])[cH:19]2)[cH:3][c:4]2[c:5]([Cl:13])[n:6][nH:7][c:8](=[O:12])[c:9]2[cH:10][cH:11]1.